From a dataset of the Open Reaction Database (ORD), a public repository of structured organic reaction records. describe an organic reaction: reactants, conditions, products, and yield Reactants: BrC1=CC=C2CN3C(C2=C1)=NN=C3C=3C(=NOC3Cl)C3=CC=CC=C3 (8-Bromo-3-(5-chloro-3-phenylisoxazol-4-yl)-5H-[1,2,4]triazolo[3,4-a]isoindole), C(C)(=O)[O-].[Na+] (sodium acetate), NCC1=NC=CC=C1 (2-(aminomethyl)pyridine). Solvent: CO (methanol). The product is BrC1=CC=C2CN3C(C2=C1)=NN=C3C=3C(=NOC3C=3C(=NC=CC3)CN)C3=CC=CC=C3 (8-Bromo-3-(5-[2-aminomethylpyridinyl)-3-phenylisoxazol-4-yl)-5H-[1,2,4]triazolo[3,4-a]isoindole). Isolated yield 18.9%. RXN SMILES: [Br:1][C:2]1[CH:10]=[C:9]2[C:5]([CH2:6][N:7]3[C:13]([C:14]4[C:15]([C:20]5[CH:25]=[CH:24][CH:23]=[CH:22][CH:21]=5)=[N:16][O:17][C:18]=4Cl)=[N:12][N:11]=[C:8]32)=[CH:4][CH:3]=1.C([O-])(=O)C.[Na+].[NH2:31][CH2:32][C:33]1[CH:38]=[CH:37][CH:36]=[CH:35][N:34]=1>CO>[Br:1][C:2]1[CH:10]=[C:9]2[C:5]([CH2:6][N:7]3[C:13]([C:14]4[C:15]([C:20]5[CH:25]=[CH:24][CH:23]=[CH:22][CH:21]=5)=[N:16][O:17][C:18]=4[C:38]4[C:33]([CH2:32][NH2:31])=[N:34][CH:35]=[CH:36][CH:37]=4)=[N:12][N:11]=[C:8]32)=[CH:4][CH:3]=1 |f:1.2|. Reported procedure: 8-Bromo-3-(5-chloro-3-phenylisoxazol-4-yl)-5H-[1,2,4]triazolo[3,4-a]isoindole (50 mg, 0.12 mmol) (prepared in Example 39), sodium acetate (30 mg) and 2-(aminomethyl)pyridine (13 mg) in 5 ml methanol were heated to reflux for 18 h. The reaction was cooled, concentrated and partitioned between H2O—CH2Cl2. The organic phase and extracts were combined, dried over (MgSO4) and concentrated. The residue was purified by preparative TLC using 3% MeOH—CH2Cl2 as eluent. Trituration with 1PrOH gave the titl... The reactants are CC#N, O=P(Cl)(Cl)Cl, Oc1nc(-c2ccccn2)ncc1-c1ccccc1. Yields the product Clc1nc(-c2ccccn2)ncc1-c1ccccc1. Reaction SMILES: [CH3:25][C:26]#[N:27].[P:20]([Cl:21])([Cl:22])([Cl:23])=[O:24].[c:1]1(-[c:7]2[c:8]([OH:19])[n:9][c:10](-[c:13]3[n:14][cH:15][cH:16][cH:17][cH:18]3)[n:11][cH:12]2)[cH:2][cH:3][cH:4][cH:5][cH:6]1>>[c:1]1(-[c:7]2[c:8]([Cl:22])[n:9][c:10](-[c:13]3[n:14][cH:15][cH:16][cH:17][cH:18]3)[n:11][cH:12]2)[cH:2][cH:3][cH:4][cH:5][cH:6]1. Reactants: O=C([O-])[O-], CC(C)(C)OC(=O)N1CCC(CN)CC1, CC#N, Clc1cc(Cl)ncn1, [K+], [K+]. The product is CC(C)(C)OC(=O)N1CCC(CNc2cc(Cl)ncn2)CC1. As a reaction SMILES: [C:24](=[O:25])([O-:26])[O-:27].[C:9](=[O:10])([O:11][C:12]([CH3:13])([CH3:14])[CH3:15])[N:16]1[CH2:17][CH2:18][CH:19]([CH2:22][NH2:23])[CH2:20][CH2:21]1.[CH3:30][C:31]#[N:32].[Cl:1][c:2]1[n:3][cH:4][n:5][c:6]([Cl:8])[cH:7]1.[K+:28].[K+:29]>>[c:2]1([NH:23][CH2:22][CH:19]2[CH2:18][CH2:17][N:16]([C:9](=[O:10])[O:11][C:12]([CH3:13])([CH3:14])[CH3:15])[CH2:21][CH2:20]2)[n:3][cH:4][n:5][c:6]([Cl:8])[cH:7]1. Reactants: CN(C)C=O (DMF), ClC=1C=C(C(=O)C=2C(=NC(=CC2)C)NCC)C=CC1 (3-(3-chlorobenzoyl)-2-ethylamino-6-methylpyridine), ClCC(=O)Cl (chloroacetyl chloride). Solvent: N1=CC=CC=C1 (pyridine). Product: ClC=1C=C(C(=O)C=2C(=NC(=CC2)C)N(C(CCl)=O)CC)C=CC1 (N-[3-(3-chlorobenzoyl)-6-methylpyridin-2-yl]—N-ethylchloroacetamide). As a reaction SMILES: CN(C=O)C.[Cl:6][C:7]1[CH:8]=[C:9]([CH:22]=[CH:23][CH:24]=1)[C:10]([C:12]1[C:13]([NH:19][CH2:20][CH3:21])=[N:14][C:15]([CH3:18])=[CH:16][CH:17]=1)=[O:11].[Cl:25][CH2:26][C:27](Cl)=[O:28]>N1C=CC=CC=1>[Cl:6][C:7]1[CH:8]=[C:9]([CH:22]=[CH:23][CH:24]=1)[C:10]([C:12]1[C:13]([N:19]([CH2:20][CH3:21])[C:27](=[O:28])[CH2:26][Cl:25])=[N:14][C:15]([CH3:18])=[CH:16][CH:17]=1)=[O:11]. Reported procedure: To a DMF solution of 3-(3-chlorobenzoyl)-2-ethylamino-6-methylpyridine were added chloroacetyl chloride and pyridine, followed by reaction at room temperature. Thereafter, the whole was worked up and purified in a usual manner to obtain N-[3-(3-chlorobenzoyl)-6-methylpyridin-2-yl]—N-ethylchloroacetamide. To an acetonitrile solution of the compound were added N-tert-butoxycarbonylpiperazine and potassium carbonate, followed by reaction under heating. Thereafter, the reaction mixture was worked up... Reactants: CC=C(C)C, CC#N, [O-][Cl+][O-], Cl, O=Cc1cccc(-c2cc(-c3ccc(C(F)(F)F)cc3)no2)c1, [Na+], [Na+], [Na+], [Na+], O, O=P([O-])(O)O, O=S([O-])[O-]. The product is O=C(O)c1cccc(-c2cc(-c3ccc(C(F)(F)F)cc3)no2)c1. RXN SMILES: [CH3:30][C:31](=[CH:32][CH3:33])[CH3:34].[CH3:47][C:48]#[N:49].[Cl+:35]([O-:36])[O-:37].[ClH:45].[F:1][C:2]([c:3]1[cH:4][cH:5][c:6](-[c:9]2[n:10][o:11][c:12](-[c:14]3[cH:15][c:16]([CH:17]=[O:18])[cH:19][cH:20][cH:21]3)[cH:13]2)[cH:7][cH:8]1)([F:22])[F:23].[Na+:29].[Na+:38].[Na+:43].[Na+:44].[OH2:46].[P:24](=[O:25])([O-:26])([OH:27])[OH:28].[S:39]([O-:40])([O-:41])=[O:42]>>[F:1][C:2]([c:3]1[cH:4][cH:5][c:6](-[c:9]2[n:10][o:11][c:12](-[c:14]3[cH:15][c:16]([C:17](=[O:18])[OH:25])[cH:19][cH:20][cH:21]3)[cH:13]2)[cH:7][cH:8]1)([F:22])[F:23]. Starting materials: O=CO, CC(C)C1CCC(=O)CC1, NOS(=O)(=O)O, [Na+], [OH-]. Yields the product CC(C)C1CCNC(=O)CC1. As a reaction SMILES: [CH:19]([OH:20])=[O:21].[CH:7]([CH3:8])([CH3:9])[CH:10]1[CH2:11][CH2:12][C:13](=[O:16])[CH2:14][CH2:15]1.[NH2:1][O:2][S:3]([OH:4])(=[O:5])=[O:6].[Na+:18].[OH-:17]>>[NH:1]1[C:13](=[O:16])[CH2:12][CH2:11][CH:10]([CH:7]([CH3:8])[CH3:9])[CH2:15][CH2:14]1. Reactants: C12C(C3CC(CC(C1)C3)C2)N2NC(C2=O)(C)C (2-(Adamantan-2-yl)-4,4-dimethyl-1,2-diazetidin-3-one), IC1=C(CBr)C=CC=C1 (2-iodobenzyl bromide). Product: IC1=C(CN2N(C(C2(C)C)=O)C2C3CC4CC(CC2C4)C3)C=CC=C1 (1-(2-iodobenzyl)-4,4-dimethyl-2-(adamantan-2-yl)-1,2-diazetidin-3-one). Reaction SMILES: [CH:1]12[CH2:10][CH:5]3[CH2:6][CH:7]([CH2:9][CH:3]([CH2:4]3)[CH:2]1[N:11]1[C:14](=[O:15])[C:13]([CH3:17])([CH3:16])[NH:12]1)[CH2:8]2.[I:18][C:19]1[CH:26]=[CH:25][CH:24]=[CH:23][C:20]=1[CH2:21]Br>>[I:18][C:19]1[CH:26]=[CH:25][CH:24]=[CH:23][C:20]=1[CH2:21][N:12]1[C:13]([CH3:17])([CH3:16])[C:14](=[O:15])[N:11]1[CH:2]1[CH:3]2[CH2:4][CH:5]3[CH2:6][CH:7]([CH2:8][CH:1]1[CH2:10]3)[CH2:9]2. Reported procedure: 2-(Adamantan-2-yl)-4,4-dimethyl-1,2-diazetidin-3-one and 2-iodobenzyl bromide were used for a similar reaction and treatment as Process 6 of Example 1, and the title compound was obtained as a white crystalline powder. Starting materials: C(C1=CC=CC=C1)OC=1C=C2C(=C(C=NC2=CC1F)C#N)Cl (6-benzyloxy-4-chloro-7-fluoro-3-quinolinecarbonitrile), C1(=CC=CC=C1)SC (thioanisole). Solvent: FC(C(=O)O)(F)F (trifluoroacetic acid), CO (methanol), C(C)(=O)OCC (ethyl acetate). The product is ClC1=C(C=NC2=CC(=C(C=C12)O)F)C#N (4-chloro-7-fluoro-6-hydroxy-3-quinolinecarbonitrile). Yield: 49.9%. RXN SMILES: C([O:8][C:9]1[CH:10]=[C:11]2[C:16](=[CH:17][C:18]=1[F:19])[N:15]=[CH:14][C:13]([C:20]#[N:21])=[C:12]2[Cl:22])C1C=CC=CC=1.C1(SC)C=CC=CC=1>FC(F)(F)C(O)=O.CO.C(OCC)(=O)C>[Cl:22][C:12]1[C:11]2[C:16](=[CH:17][C:18]([F:19])=[C:9]([OH:8])[CH:10]=2)[N:15]=[CH:14][C:13]=1[C:20]#[N:21]. Procedure details: A mixture of 6-benzyloxy-4-chloro-7-fluoro-3-quinolinecarbonitrile (733 mg, 2.34 mmol) and 1 mL of thioanisole in 12 mL of trifluoroacetic acid is heated at reflux for 9 hours then concentrated in vacuo. The residue is treated with ice water and then basified to pH 9-10 by the addition of aqueous ammonium hydroxide. The resultant solid is collected by filtration and washed with diethyl ether. The filtrate is extracted with 10% methanol in ethyl acetate. The organic layer is dried over sodium sul... The reactants are NCCCNC1=NNC=C1 (3-(3-aminopropylamino)pyrazole), C(C1=CC=CC=C1)(=O)N=C=S (benzoyl isothiocyanate). Product: C(C1=CC=CC=C1)(=O)NC(=S)NCCCNC1=NNC=C1 (N-benzoyl-N'-[3-(3-pyrazolylamino)propyl]thiourea). As a reaction SMILES: [NH2:1][CH2:2][CH2:3][CH2:4][NH:5][C:6]1[CH:10]=[CH:9][NH:8][N:7]=1.[C:11]([N:19]=[C:20]=[S:21])(=[O:18])[C:12]1[CH:17]=[CH:16][CH:15]=[CH:14][CH:13]=1>>[C:11]([NH:19][C:20]([NH:1][CH2:2][CH2:3][CH2:4][NH:5][C:6]1[CH:10]=[CH:9][NH:8][N:7]=1)=[S:21])(=[O:18])[C:12]1[CH:17]=[CH:16][CH:15]=[CH:14][CH:13]=1. Procedure: By the procedure of Example 46, reacting 3-(3-aminopropylamino)pyrazole (prepared as in Example 53) with benzoyl isothiocyanate gives N-benzoyl-N'-[3-(3-pyrazolylamino)propyl]thiourea. Reactants: C(C)OC(=O)C=1C(=C(N(C1)C1=CC(=C(C=C1)Cl)F)C(=O)OC(C)(C)C)N (3-amino-1-(4-chloro-3-fluoro-phenyl)-1H-pyrrole-2,4-dicarboxylic acid 2-tert-butyl ester 4-ethyl ester), C(C)N=C=O (ethyl isocyanate). Product: C(C)OC(=O)C1=CN(C=C1NC(=O)NCC)C1=CC(=C(C=C1)Cl)F (1-(4-Chloro-3-fluoro-phenyl)-4-(3-ethyl-ureido)-1H-pyrrole-3-carboxylic acid ethyl ester). The yield is 76.0%. RXN SMILES: [CH2:1]([O:3][C:4]([C:6]1[C:7]([NH2:26])=[C:8](C(OC(C)(C)C)=O)[N:9]([C:11]2[CH:16]=[CH:15][C:14]([Cl:17])=[C:13]([F:18])[CH:12]=2)[CH:10]=1)=[O:5])[CH3:2].[CH2:27]([N:29]=[C:30]=[O:31])[CH3:28]>>[CH2:1]([O:3][C:4]([C:6]1[C:7]([NH:26][C:30]([NH:29][CH2:27][CH3:28])=[O:31])=[CH:8][N:9]([C:11]2[CH:16]=[CH:15][C:14]([Cl:17])=[C:13]([F:18])[CH:12]=2)[CH:10]=1)=[O:5])[CH3:2]. Reported procedure: Following general method 4, employing 3-amino-1-(4-chloro-3-fluoro-phenyl)-1H-pyrrole-2,4-dicarboxylic acid 2-tert-butyl ester 4-ethyl ester and ethyl isocyanate, afforded the title compound as a yellow solid (0.65 g, 76%); LCMS (method B): RT=3.87 min, M+H+=354; 1H NMR (DMSO-D6, 400 MHz): 8.27 (s, 1H), 7.91 (d, J=2.7 Hz, 1H), 7.86 (dd, J=10.9, 2.6 Hz, 1H), 7.68-7.63 (m, 2H), 7.54-7.50 (m, 1H), 7.23 (t, J=5.3 Hz, 1H), 4.28 (q, J=7.1 Hz, 2H), 3.13-3.05 (m, 2H), 1.31 (t, J=7.1 Hz, 3H), 1.05 (t, J=...